Task: describe an organic reaction: reactants, conditions, products, and yield. Dataset: the Open Reaction Database (ORD), a public repository of structured organic reaction records RXN SMILES: [C:1]([O:5][C:6]([NH:8][CH2:9][C:10]1[C:19]2[C:14](=[CH:15][C:16]([O:22][CH3:23])=[CH:17][C:18]=2[O:20][CH3:21])[C:13](C(O)=O)=[CH:12][N:11]=1)=[O:7])([CH3:4])([CH3:3])[CH3:2].[CH:27]([N:30]([CH:33](C)C)CC)(C)C.C1(P(N=[N+]=[N-])(C2C=CC=CC=2)=O)C=CC=CC=1.C([NH2:60])C1C=CC=CC=1.[O:61]1[CH2:66]COCC1>CCOC(C)=O>[C:1]([O:5][C:6](=[O:7])[NH:8][CH2:9][C:10]1[C:19]2[C:14](=[CH:15][C:16]([O:22][CH3:23])=[CH:17][C:18]=2[O:20][CH3:21])[C:13]([NH:60][C:66]([N:30]([CH3:33])[CH3:27])=[O:61])=[CH:12][N:11]=1)([CH3:3])([CH3:4])[CH3:2]. Reaction conditions: temperature 95 celsius, time 5 minute. The product is C(C)(C)(C)OC(NCC1=NC=C(C2=CC(=CC(=C12)OC)OC)NC(=O)N(C)C)=O ([4-(3,3-Dimethyl-ureido)-6,8-dimethoxy-isoquinolin-1-ylmethyl]-carbamic acid tert-butyl ester). Solvent: CCOC(=O)C (EtOAc). Procedure: A stirred solution of 1-(tert-butoxycarbonylamino-methyl)-6,8-dimethoxy-isoquinoline-4-carboxylic acid (115 mg, 0.317 mmol) in 8 mL of dioxane, at room temperature, was treated with 49 mg (0.380 mmol, 1.2 eq) diisopropylethyl amine and allowed to stir for 5 minutes. Diphenylphosphoryl azide (96 mg, 1.02 eq) was added dropwise and the reaction was heated to 95° C. After 30 minutes, the reaction was removed from heat, and 46 mg (0.380 1.2 eq) of N-methyl, N-benzylamine was added. The reaction was ... Yield: 66.0%. Reactants: C(C)(C)(C)OC(=O)NCC1=NC=C(C2=CC(=CC(=C12)OC)OC)C(=O)O (1-(tert-butoxycarbonylamino-methyl)-6,8-dimethoxy-isoquinoline-4-carboxylic acid), C(C)(C)N(CC)C(C)C (diisopropylethyl amine), O1CCOCC1 (dioxane), C(C1=CC=CC=C1)N (N-benzylamine), C1(=CC=CC=C1)P(=O)(C1=CC=CC=C1)N=[N+]=[N-] (Diphenylphosphoryl azide). Yields the product 61.8, CC(=CC(C)=O)CCC=C(C)C (4,8-dimethyl-3,7-nonadien-2-one). Reactants: C(C)(=O)OC(C)=CC(=C)C (4-methyl-2,4-pentadien-2-yl acetate), CC(=CCO)C (3-methyl-2-buten-1-ol), CC(=CC(=O)O)C (3,3-dimethylacrylic acid). Reaction SMILES: C([O:4][C:5](=[CH:7][C:8]([CH3:10])=[CH2:9])[CH3:6])(=O)C.[CH3:11][C:12]([CH3:16])=[CH:13][CH2:14]O.CC(C)=CC(O)=O>C(O)(=O)C>[CH3:6][C:5]([CH2:4][CH2:14][CH:13]=[C:12]([CH3:16])[CH3:11])=[CH:7][C:8](=[O:9])[CH3:10]. Isolated yield 86.0%. Procedure: 110 parts of 4-methyl-2,4-pentadien-2-yl acetate and 60 parts of prenol are heated with 1.4 parts of 3,3-dimethylacrylic acid at about 180°C for 4 hours in a small pressure column at a pressure of 2 atmospheres, the acetic acid formed being distilled off continuously. Fractional distillation of the reaction product gives 61.8 parts of 4,8-dimethyl-3,7-nonadien-2-one (yield 86% of theory, conversion 62% based on prenol). The solvent is C(C)(=O)O (acetic acid). Reactants: COC1=CC(=C(NC2=NC=CC=C2)C=C1)N (4-methoxy-2-amino-N-(2-pyridyl)aniline), O1C=C(C=C1)/C=C/C(=O)Cl ((E)-3-(3-furyl)acryloyl chloride), N1=C(C=CC=C1)N1C(=NC2=C1C=CC=C2)\C=C\C2=CC=CC=C2 ((E)-1-(2-pyridyl)-2-styryl-1H-benzimidazole), C(C(=O)O)(=O)O (oxalic acid). The solvent is C(C)(=O)OCC (ethyl acetate). Yields the product C(C(=O)O)(=O)O.O1C=C(C=C1)/C=C/C1=NC2=C(N1C1=NC=CC=C1)C=CC(=C2)OC ((E)-2-[2-(3-Furyl)ethenyl]-1-(2-pyridyl)-5-methoxy-1H-benzimidazole oxalate). Reaction SMILES: [CH3:1][O:2][C:3]1[CH:15]=[CH:14][C:6]([NH:7][C:8]2[CH:13]=[CH:12][CH:11]=[CH:10][N:9]=2)=[C:5]([NH2:16])[CH:4]=1.[O:17]1[CH:21]=[CH:20][C:19](/[CH:22]=[CH:23]/[C:24](Cl)=O)=[CH:18]1.N1C=CC=CC=1N1C2C=CC=CC=2N=C1/C=C/C1C=CC=CC=1.[C:50]([OH:55])(=[O:54])[C:51]([OH:53])=[O:52]>C(OCC)(=O)C>[C:50]([OH:55])(=[O:54])[C:51]([OH:53])=[O:52].[O:17]1[CH:21]=[CH:20][C:19](/[CH:22]=[CH:23]/[C:24]2[N:7]([C:8]3[CH:13]=[CH:12][CH:11]=[CH:10][N:9]=3)[C:6]3[CH:14]=[CH:15][C:3]([O:2][CH3:1])=[CH:4][C:5]=3[N:16]=2)=[CH:18]1 |f:5.6|. Reported procedure: Free base of the titled compound was prepared from 4-methoxy-2-amino-N-(2-pyridyl)aniline and (E)-3-(3-furyl)acryloyl chloride according to the preparation of (E)-1-(2-pyridyl)-2-styryl-1H-benzimidazole (Example 1, method A). The free base and oxalic acid were dissolved into ethyl acetate. Concentration and recrystallization from ethyl acetate-hexane yielded the titled compound. MW: 407.39; mp: 196.0-198.0° C.; 1H-NMR (DMSO) δ: 8.75-8.73 (1H, m), 8.16 (1H, td, J=7.7, 1.8 Hz), 8.04 (1H, br.s), 7.... The reactants are CCCCN1CN(C)C(C)(C)C=C1C, CCO, [Na]. Product: CCCCN1CN(C)C(C)(C)CC1C. RXN SMILES: [CH2:1]([CH2:2][CH2:3][CH3:4])[N:5]1[CH2:6][N:7]([CH3:14])[C:8]([CH3:12])([CH3:13])[CH:9]=[C:10]1[CH3:11].[CH3:16][CH2:17][OH:18].[Na:15]>>[CH2:1]([CH2:2][CH2:3][CH3:4])[N:5]1[CH2:6][N:7]([CH3:14])[C:8]([CH3:12])([CH3:13])[CH2:9][CH:10]1[CH3:11]. The reactants are CC1=C(C2=C(N1C)C=CC(=C2)N)Cl, CC1=NN(C=C1CN2CC(C2)O)C3=NC(=NC=C3)Cl. Reagents/catalysts: C(=O)([O-])[O-].[K+].[K+], CC(C)C1=CC(=C(C(=C1)C(C)C)C2=CC=CC=C2P(C3CCCCC3)C4CCCCC4)C(C)C, CC(=O)O.CC(=O)O.[Pd]. Run in C1COCCO1. Reaction conditions: temperature 100 celsius. The product is CC1=C(C2=C(N1C)C=CC(=C2)NC3=NC=CC(=N3)N4C=C(C(=N4)C)CN5CC(C5)O)Cl. Isolated yield 0.0%. Procedure details: A 40 mL scintillation vial charged with 3-chloro-1,2-dimethyl-1H-indol-5-amine (53.6 mg, 0.28 mmol), 1-((1-(2-chloropyrimidin-4-yl)-3-methyl-1H-pyrazol-4-yl)methyl)azetidin-3-ol (70mg, 0.25 mmol), palladium(II) acetate (2.81 mg, 0.01 mmol), dicyclohexyl(2',4',6'-triisopropyl-[1,1'-biphenyl]-2-yl)phosphine (x--phos) (11.93 mg, 0.03 mmol) and Dioxane (3 mL) After being degassed by nitrogen bubbling , the reaction mixture was heated to 100 °C for 5 hours. LCMS analysis indicated no desired product ... Reactants: FC1=NC=C(C=C1I)C(C)C (2-fluoro-3-iodo-5-isopropylpyridine), CN(C)C=O (DMF). The reagents and catalysts are C=1C=CC(=CC1)[P](C=2C=CC=CC2)(C=3C=CC=CC3)[Pd]([P](C=4C=CC=CC4)(C=5C=CC=CC5)C=6C=CC=CC6)([P](C=7C=CC=CC7)(C=8C=CC=CC8)C=9C=CC=CC9)[P](C=1C=CC=CC1)(C=1C=CC=CC1)C=1C=CC=CC1 (Pd(PPh3)4), [C-]#N.[C-]#N.[Zn+2] (Zn(CN)2). As a reaction SMILES: [F:1][C:2]1[C:7](I)=[CH:6][C:5]([CH:9]([CH3:11])[CH3:10])=[CH:4][N:3]=1.[CH3:12][N:13](C=O)C>CCOC(C)=O.[C-]#N.[C-]#N.[Zn+2].C1C=CC([P]([Pd]([P](C2C=CC=CC=2)(C2C=CC=CC=2)C2C=CC=CC=2)([P](C2C=CC=CC=2)(C2C=CC=CC=2)C2C=CC=CC=2)[P](C2C=CC=CC=2)(C2C=CC=CC=2)C2C=CC=CC=2)(C2C=CC=CC=2)C2C=CC=CC=2)=CC=1>[F:1][C:2]1[N:3]=[CH:4][C:5]([CH:9]([CH3:11])[CH3:10])=[CH:6][C:7]=1[C:12]#[N:13] |f:3.4.5,^1:31,33,52,71|. The solvent is CCOC(=O)C (EtOAc). Product: FC1=C(C#N)C=C(C=N1)C(C)C (2-fluoro-5-isopropylnicotinonitrile). Reported procedure: To a mixture of 2-fluoro-3-iodo-5-isopropylpyridine and 485 mg (4.13 mmol) of Zn(CN)2 in 15 mL of DMF (degassed) was added 360 mg (0.312 mmol) of Pd(PPh3)4. The mixture was heated at 80° C. under Ar for 19 h. The mixture was diluted with EtOAc, and the organic layer was washed with 10% NH4OH (2×10 mL), H2O (3×), and brine. The organic layer was dried over Na2SO4, filtered, and concentrated. Purification by flash silica gel chromatography (5% Et2O/hexanes) provided 384 mg of pure 2-fluoro-5-isopr... Conditions: temperature 80 celsius. Conditions: temperature 25 celsius, time 24 hour. Starting materials: C(C)OC(CN1N=C(C(=C1)C1=CC=C(C=C1)F)C1=CC=C(C=C1)S(=O)(=O)C)=O (ethyl[4-(4-fluorophenyl)-3-[4-(methylsulfonyl)phenyl]-1H-pyrazol-1-yl]acetate), [OH-].[Li+] (lithium hydroxide), Cl (HCl). Solvent: C1CCOC1 (THF). Procedure details: To a solution of ethyl[4-(4-fluorophenyl)-3-[4-(methylsulfonyl)phenyl]-1H-pyrazol-1-yl]acetate from Step 1 (1.05 g, 2.6 mmol) in THF (20 mL) was added 3.0 mL of aqueous 1N lithium hydroxide at 25° C. under nitrogen and the mixture stirred at 25° C. for 24 hours. The mixture was acidified with 2N HCl, extracted with two portions ethyl acetate and the organic layer separated, washed with brine, dried over MgSO4 and concentrated in vacuo. chromatographic purification on silica gel using 20% ethanol... Product: FC1=CC=C(C=C1)C=1C(=NN(C1)CC(=O)O)C1=CC=C(C=C1)S(=O)(=O)C ([4-(4-Fluorophenyl)-3-[4-(methylsulfonyl)phenyl]-1H-pyrazol-1-yl]acetic acid). Reaction SMILES: C([O:3][C:4](=[O:28])[CH2:5][N:6]1[CH:10]=[C:9]([C:11]2[CH:16]=[CH:15][C:14]([F:17])=[CH:13][CH:12]=2)[C:8]([C:18]2[CH:23]=[CH:22][C:21]([S:24]([CH3:27])(=[O:26])=[O:25])=[CH:20][CH:19]=2)=[N:7]1)C.[OH-].[Li+].Cl>C1COCC1>[F:17][C:14]1[CH:15]=[CH:16][C:11]([C:9]2[C:8]([C:18]3[CH:23]=[CH:22][C:21]([S:24]([CH3:27])(=[O:25])=[O:26])=[CH:20][CH:19]=3)=[N:7][N:6]([CH2:5][C:4]([OH:28])=[O:3])[CH:10]=2)=[CH:12][CH:13]=1 |f:1.2|. The yield is 59.6%. Reactants: OC1=CC=C(C(=O)O)C=C1 (4-Hydroxy-benzoic acid), N,N′-dimethylformamide di-tert-butyl acetal. Run in C1(=CC=CC=C1)C (toluene). Run at temperature 80 celsius, time 10 minute. Product: C(C)(C)(C)OC(C1=CC=C(C=C1)O)=O (4-Hydroxy-benzoic acid tert-butyl ester). Isolated yield 131.4%. RXN SMILES: [OH:1][C:2]1[CH:10]=[CH:9][C:5]([C:6]([OH:8])=[O:7])=[CH:4][CH:3]=1>C1(C)C=CC=CC=1>[C:5]([O:7][C:6](=[O:8])[C:5]1[CH:9]=[CH:10][C:2]([OH:1])=[CH:3][CH:4]=1)([CH3:9])([CH3:6])[CH3:4]. Reported procedure: 4-Hydroxy-benzoic acid (3 g, 21.7 mmol) was stirred in toluene (35 ml, dried over mol. sieves). The solution was heated to 80° C. under N2, and N,N′-dimethylformamide di-tert-butyl acetal (10.42 mL, 43.4 mmol) was added over ca. 5 min. The mixture was stirred at 80° C. for 1 h 10 min., and cooled to rt. The solution was washed with water, twice with sat. NaHCO3 and sat. NaCl (15 mL each), dried over MgSO4, and concentrated to yield a yellow oil (2.77 g). The product was purified by flash chromat... Starting materials: ClC1=CC=C(CCl)C=C1 (4-chlorobenzyl chloride), OC=1C=C(C=CC1)C(C(CCC(=O)OC)C1=C(C=CC=C1)C)=O (methyl (RS)-5-[3-(hydroxy)phenyl]-4-(2-methylphenyl)-5-oxo-pentanoate), [H-].[Na+] (sodium hydride). Run in CN(C=O)C (dimethylformamide), oil. Reaction conditions: temperature 60 celsius. Yields the product ClC1=CC=C(COC=2C=C(C=CC2)C(C(CCC(=O)OC)C2=C(C=CC=C2)C)=O)C=C1 (methyl (RS)-5-[3-(4-chlorobenzyloxy)phenyl]-4-(2-methylphenyl)-5-oxopentanoate). Yield: 87.2%. Reaction SMILES: [OH:1][C:2]1[CH:3]=[C:4]([C:8](=[O:23])[CH:9]([C:16]2[CH:21]=[CH:20][CH:19]=[CH:18][C:17]=2[CH3:22])[CH2:10][CH2:11][C:12]([O:14][CH3:15])=[O:13])[CH:5]=[CH:6][CH:7]=1.[H-].[Na+].[Cl:26][C:27]1[CH:34]=[CH:33][C:30]([CH2:31]Cl)=[CH:29][CH:28]=1>CN(C)C=O>[Cl:26][C:27]1[CH:34]=[CH:33][C:30]([CH2:31][O:1][C:2]2[CH:3]=[C:4]([C:8](=[O:23])[CH:9]([C:16]3[CH:21]=[CH:20][CH:19]=[CH:18][C:17]=3[CH3:22])[CH2:10][CH2:11][C:12]([O:14][CH3:15])=[O:13])[CH:5]=[CH:6][CH:7]=2)=[CH:29][CH:28]=1 |f:1.2|. Procedure: A stirred solution of methyl (RS)-5-[3-(hydroxy)phenyl]-4-(2-methylphenyl)-5-oxo-pentanoate (1.68 g) in dimethylformamide (20 mL) is treated with 60% sodium hydride in oil (237 mg). After 15 minutes the mixture is treated with 4-chlorobenzyl chloride (953 mg) and heated at 60° C. for 1 hour. The reaction mixture is evaporated, the residue is dissolved in diethyl ether, washed with water, dried, and evaporated, to give methyl (RS)-5-[3-(4-chlorobenzyloxy)phenyl]-4-(2-methylphenyl)-5-oxopentanoate... Reactants: CCOC(=O)C1(NC(=O)c2cccc3c2OCCO3)Cc2ccccc2C1, CCO, [K+], [OH-], O. Yields the product O=C(NC1(C(=O)O)Cc2ccccc2C1)c1cccc2c1OCCO2. RXN SMILES: [CH2:1]([CH3:2])[O:3][C:4](=[O:5])[C:6]1([NH:15][C:16](=[O:17])[c:18]2[cH:19][cH:20][cH:21][c:22]3[c:27]2[O:26][CH2:25][CH2:24][O:23]3)[CH2:7][c:8]2[cH:9][cH:10][cH:11][cH:12][c:13]2[CH2:14]1.[CH3:31][CH2:32][OH:33].[K+:29].[OH-:28].[OH2:30]>>[O:3]=[C:4]([OH:5])[C:6]1([NH:15][C:16](=[O:17])[c:18]2[cH:19][cH:20][cH:21][c:22]3[c:27]2[O:26][CH2:25][CH2:24][O:23]3)[CH2:7][c:8]2[cH:9][cH:10][cH:11][cH:12][c:13]2[CH2:14]1.